The task is: describe an organic reaction: reactants, conditions, products, and yield. This data is from the Open Reaction Database (ORD), a public repository of structured organic reaction records. Starting materials: ClC1=CC=C(C=C1)[C@H]1CN(CC[C@@H]1[C@H](C)OC1=CC(=C(C=C1)Cl)Cl)C(=O)C1CCN(CC1)C1=NC=C(C=C1)C#N (4-{(3S,4S)-3-(4-Chloro-phenyl)-4-[(S)-1-(3,4-dichloro-phenoxy)-ethyl]-piperidine-1-carbonyl}-3,4,5,6-tetrahydro-2H-[1,2′]bipyridinyl-5′-carbonitrile), N1CCCCC1 (piperidine), C(C1=CC=CC=C1)N1C[C@@H]([C@H](CC1)[C@@H](C)O)C1=CC=C(C=C1)Cl ((R)-1-[(3S,4S)-1-Benzyl-3-(4-chloro-phenyl)-piperidin-4-yl]-ethanol), FC=1C=C(C=CC1)O (3-fluoro-phenol), CCN(C(C)C)C(C)C (DIPEA), ClC(C)OC(=O)Cl (1-chloroethyl-chloroformate). The solvent is CO (methanol). Yields the product C(#N)C=1C=CC(=NC1)N1CCC(CC1)C(=O)O (5′-Cyano-3,4,5,6-tetrahydro-2H-[1,2′]bipyridinyl-4-carboxylic acid), ClC1=CC=C(C=C1)[C@H]1CN(CC[C@@H]1[C@H](C)OC1=CC(=CC=C1)F)C(=O)C1CCN(CC1)C1=NC=C(C=C1)C#N (4-{(3S,4S)-3-(4-Chloro-phenyl)-4-[(S)-1-(3-fluoro-phenoxy)-ethyl]-piperidine-1-carbonyl}-3,4,5,6-tetrahydro-2H-[1,2′]bipyridinyl-5′-carbonitrile). RXN SMILES: [Cl:1][C:2]1[CH:7]=[CH:6][C:5]([C@@H:8]2[C@@H:13]([C@@H:14]([O:16][C:17]3[CH:22]=[CH:21][C:20](Cl)=[C:19](Cl)[CH:18]=3)[CH3:15])[CH2:12][CH2:11][N:10]([C:25]([CH:27]3[CH2:32][CH2:31][N:30]([C:33]4[CH:38]=[CH:37][C:36]([C:39]#[N:40])=[CH:35][N:34]=4)[CH2:29][CH2:28]3)=[O:26])[CH2:9]2)=[CH:4][CH:3]=1.N1CCCCC1.C(N1CC[C@H]([C@H]([OH:62])C)[C@@H](C2C=CC(Cl)=CC=2)C1)C1C=CC=CC=1.[F:70]C1C=C(O)C=CC=1.ClC(OC(Cl)=O)C.CCN(C(C)C)C(C)C>CO>[C:39]([C:36]1[CH:37]=[CH:38][C:33]([N:30]2[CH2:31][CH2:32][CH:27]([C:25]([OH:26])=[O:62])[CH2:28][CH2:29]2)=[N:34][CH:35]=1)#[N:40].[Cl:1][C:2]1[CH:7]=[CH:6][C:5]([C@@H:8]2[C@@H:13]([C@@H:14]([O:16][C:17]3[CH:22]=[CH:21][CH:20]=[C:19]([F:70])[CH:18]=3)[CH3:15])[CH2:12][CH2:11][N:10]([C:25]([CH:27]3[CH2:32][CH2:31][N:30]([C:33]4[CH:38]=[CH:37][C:36]([C:39]#[N:40])=[CH:35][N:34]=4)[CH2:29][CH2:28]3)=[O:26])[CH2:9]2)=[CH:4][CH:3]=1. Procedure: In analogy to the procedure described for the synthesis of 4-{(3S,4S)-3-(4-Chloro-phenyl)-4-[(S)-1-(3,4-dichloro-phenoxy)-ethyl]-piperidine-1-carbonyl}-3,4,5,6-tetrahydro-2H-[1,2′]bipyridinyl-5′-carbonitrile (example 49) the respective piperidine derivative was prepared from (R)-1-[(3S,4S)-1-Benzyl-3-(4-chloro-phenyl)-piperidin-4-yl]-ethanol and 3-fluoro-phenol via Mitsunobu reaction and subsequently the benzyl group was cleaved by treatment with 1-chloroethyl-chloroformate, DIPEA and methanol. ... The reactants are FC(C(=O)O)(F)F (trifluoroacetic acid), CC(C)(C)OC(CN1C(CNC(C1)=O)=O)=O (2,5-dioxo-1-piperazineacetic acid 1,1-dimethylethyl ester). Solvent: C1(=CC=CC=C1)OC (anisole). Conditions: time 1 hour. Product: O=C1N(CC(NC1)=O)CC(=O)O (2,5-dioxo-1-piperazineacetic acid). As a reaction SMILES: FC(F)(F)C(O)=O.CC([O:12][C:13](=[O:23])[CH2:14][N:15]1[CH2:20][C:19](=[O:21])[NH:18][CH2:17][C:16]1=[O:22])(C)C>C1(OC)C=CC=CC=1>[O:22]=[C:16]1[CH2:17][NH:18][C:19](=[O:21])[CH2:20][N:15]1[CH2:14][C:13]([OH:23])=[O:12]. Procedure: In a 50 ml round bottom flask 5.0 ml of 70% trifluoroacetic acid acid was added to 2,5-dioxo-1-piperazineacetic acid 1,1-dimethylethyl ester (1.0 g) dissolved in anisole (1 ml). The reaction was stirred at room temperature. The progress of the reaction was monitored by thin layer chromatography. The deprotection rection was sufficiently complete after one hour. As a reaction SMILES: [CH2:15]([Al+:16][CH2:17][CH:18]([CH3:19])[CH3:20])[CH:21]([CH3:22])[CH3:23].[CH2:29]1[O:30][CH2:31][CH2:32][CH2:33]1.[CH3:1][O:2][c:3]1[cH:4][c:5]([C:9]([C:10]#[N:11])([CH3:12])[CH3:13])[cH:6][cH:7][cH:8]1.[CH3:34][CH2:35][CH2:36][CH2:37][CH2:38][CH2:39][CH3:40].[H-:14].[OH2:41].[S:24]([OH:25])(=[O:26])(=[O:27])[OH:28]>>[CH3:1][O:2][c:3]1[cH:4][c:5]([C:9]([CH:10]=[O:25])([CH3:12])[CH3:13])[cH:6][cH:7][cH:8]1. The reactants are CC(C)C[Al+]CC(C)C, C1CCOC1, COc1cccc(C(C)(C)C#N)c1, CCCCCCC, [H-], O, O=S(=O)(O)O. Product: COc1cccc(C(C)(C)C=O)c1. Reactants: N (ammonia), ClCC(C(C(=O)OCC)(F)F)(C1=CC=CC=C1)O (ethyl 4-chloro-2,2-difluoro-3-hydroxy-3-phenylbutyrate), N1N=CN=C1 (1,2,4-triazole), C([O-])([O-])=O.[K+].[K+] (potassium carbonate), Cl (hydrochloric acid), Cl (hydrochloric acid). The solvent is O (water), C(C)(=O)OCC (ethyl acetate), O (water), C(C)(=O)OCC (ethyl acetate), C(C)O (ethanol), CN(C=O)C (N,N-dimethylformamide). Product: FC(C(=O)N)(C(CN1N=CN=C1)(C1=CC=CC=C1)O)F (2,2-difluoro-3-hydroxy-3-phenyl-4-(1H-1,2,4-triazol-1yl)butanamide). As a reaction SMILES: Cl[CH2:2][C:3]([OH:18])([C:12]1[CH:17]=[CH:16][CH:15]=[CH:14][CH:13]=1)[C:4]([F:11])([F:10])[C:5](OCC)=[O:6].[NH3:19].Cl.[NH:21]1[CH:25]=[N:24][CH:23]=[N:22]1.C(=O)([O-])[O-].[K+].[K+]>C(O)C.CN(C)C=O.O.C(OCC)(=O)C>[F:10][C:4]([F:11])([C:3]([OH:18])([C:12]1[CH:17]=[CH:16][CH:15]=[CH:14][CH:13]=1)[CH2:2][N:21]1[CH:25]=[N:24][CH:23]=[N:22]1)[C:5]([NH2:19])=[O:6] |f:4.5.6|. Reported procedure: In 5 ml of ethanol was dissolved 1.0 g of ethyl 4-chloro-2,2-difluoro-3-hydroxy-3-phenylbutyrate. To the resulting solution was added 0.98 ml of a concentrated aqueous ammonia. The solution was subjected to reaction at 25°-30° C. for 3 hours. The solvent was removed by distillation under reduced pressure. To the residue obtained were added 20 ml of ethyl acetate and 20 ml of water. The resulting solution was adjusted to pH 1.0 with 6N hydrochloric acid. The organic layer was separated, washed wi... Reactants: CCOC(C)=O, C=C[Sn](C=C)(C=C)C=C, Cc1ccc(S(=O)(=O)n2cc(I)c3c(NC4CC4)nc(Cl)nc32)cc1, C1COCCO1, O, c1ccc(P(c2ccccc2)(c2ccccc2)[Pd](P(c2ccccc2)(c2ccccc2)c2ccccc2)(P(c2ccccc2)(c2ccccc2)c2ccccc2)P(c2ccccc2)(c2ccccc2)c2ccccc2)cc1. Product: C=Cc1cn(S(=O)(=O)c2ccc(C)cc2)c2nc(Cl)nc(NC3CC3)c12. As a reaction SMILES: [CH3:36][CH2:37][O:38][C:39]([CH3:40])=[O:41].[CH:26](=[CH2:27])[Sn:28]([CH:29]=[CH2:30])([CH:31]=[CH2:32])[CH:33]=[CH2:34].[Cl:1][c:2]1[n:3][c:4]([NH:22][CH:23]2[CH2:24][CH2:25]2)[c:5]2[c:6]([n:7]1)[n:8]([S:12](=[O:13])(=[O:14])[c:15]1[cH:16][cH:17][c:18]([CH3:19])[cH:20][cH:21]1)[cH:9][c:10]2[I:11].[O:42]1[CH2:43][CH2:44][O:45][CH2:46][CH2:47]1.[OH2:35].[cH:48]1[cH:49][cH:50][c:51]([P:52]([Pd:53]([P:54]([c:55]2[cH:56][cH:57][cH:58][cH:59][cH:60]2)([c:61]2[cH:62][cH:63][cH:64][cH:65][cH:66]2)[c:67]2[cH:68][cH:69][cH:70][cH:71][cH:72]2)([P:73]([c:74]2[cH:75][cH:76][cH:77][cH:78][cH:79]2)([c:80]2[cH:81][cH:82][cH:83][cH:84][cH:85]2)[c:86]2[cH:87][cH:88][cH:89][cH:90][cH:91]2)[P:92]([c:93]2[cH:94][cH:95][cH:96][cH:97][cH:98]2)([c:99]2[cH:100][cH:101][cH:102][cH:103][cH:104]2)[c:105]2[cH:106][cH:107][cH:108][cH:109][cH:110]2)([c:111]2[cH:112][cH:113][cH:114][cH:115][cH:116]2)[c:117]2[cH:118][cH:119][cH:120][cH:121][cH:122]2)[cH:123][cH:124]1>>[Cl:1][c:2]1[n:3][c:4]([NH:22][CH:23]2[CH2:24][CH2:25]2)[c:5]2[c:6]([n:7]1)[n:8]([S:12](=[O:13])(=[O:14])[c:15]1[cH:16][cH:17][c:18]([CH3:19])[cH:20][cH:21]1)[cH:9][c:10]2[CH:26]=[CH2:27]. Starting materials: C(C)(C)(C)OC(=O)NCC12OCCC2CN(C1)C1=C(C=C2C(C(=CN(C2=C1Cl)[C@H]1[C@H](C1)F)C(=O)O)=O)F (7-(1-tert-butoxycarbonylaminomethyl-2-oxa-7-aza-bicyclo[3.3.0]oct-7-yl)-8-chloro-6-fluoro-1-(cis-2-fluorocyclopropyl)-1,4-dihydro-4-oxo-3-quinolinecarboxylic acid), Cl (hydrochloric acid). The product is Cl.NCC12OCCC2CN(C1)C1=C(C=C2C(C(=CN(C2=C1)[C@H]1[C@H](C1)F)C(=O)O)=O)F (7-(1-aminomethyl-2-oxa-7-aza-bicyclo[3.3.0]oct-7-yl)-6-fluoro-1-(cis-2-fluorocyclopropyl)-1,4-dihydro-4-oxo-3-quinolinecarboxylic acid hydrochloride). RXN SMILES: C(OC([NH:8][CH2:9][C:10]12[CH2:17][N:16]([C:18]3[C:27]([Cl:28])=[C:26]4[C:21]([C:22](=[O:36])[C:23]([C:33]([OH:35])=[O:34])=[CH:24][N:25]4[C@@H:29]4[CH2:31][C@@H:30]4[F:32])=[CH:20][C:19]=3[F:37])[CH2:15][CH:14]1[CH2:13][CH2:12][O:11]2)=O)(C)(C)C.Cl>>[ClH:28].[NH2:8][CH2:9][C:10]12[CH2:17][N:16]([C:18]3[CH:27]=[C:26]4[C:21]([C:22](=[O:36])[C:23]([C:33]([OH:35])=[O:34])=[CH:24][N:25]4[C@@H:29]4[CH2:31][C@@H:30]4[F:32])=[CH:20][C:19]=3[F:37])[CH2:15][CH:14]1[CH2:13][CH2:12][O:11]2 |f:2.3|. Procedure details: In an analogous manner to Example 1B, the product from step A is reacted with half-concentrated hydrochloric acid to give 7-(1-aminomethyl-2-oxa-7-aza-bicyclo[3.3.0]oct-7-yl)-6-fluoro-1-(cis-2-fluorocyclopropyl)-1,4-dihydro-4-oxo-3-quinolinecarboxylic acid hydrochloride with a melting point of 180°-185° C. (with decomposition). Starting materials: Brc1cn2ccnc2c(Br)n1, CC(C)(C)OC(=O)n1ccc2ccc(N)cc21, CC#N, [K+], [K+], O=C([O-])[O-]. Yields the product CC(C)(C)OC(=O)n1ccc2ccc(Nc3nc(Br)cn4ccnc34)cc21. Reaction SMILES: [Br:18][c:19]1[n:20][c:21]([Br:28])[c:22]2[n:23]([cH:24]1)[cH:25][cH:26][n:27]2.[C:1]([CH3:2])([CH3:3])([CH3:4])[O:5][C:6](=[O:7])[n:8]1[cH:9][cH:10][c:11]2[cH:12][cH:13][c:14]([NH2:17])[cH:15][c:16]12.[CH3:35][C:36]#[N:37].[K+:29].[K+:30].[O-:31][C:32]([O-:33])=[O:34]>>[C:1]([CH3:2])([CH3:3])([CH3:4])[O:5][C:6](=[O:7])[n:8]1[cH:9][cH:10][c:11]2[cH:12][cH:13][c:14]([NH:17][c:21]3[n:20][c:19]([Br:18])[cH:24][n:23]4[c:22]3[n:27][cH:26][cH:25]4)[cH:15][c:16]12. Starting materials: CC(C)=O, O=Cc1cc(F)ccc1Oc1ccc(Cl)c(Cl)c1. Product: O=C(O)c1cc(F)ccc1Oc1ccc(Cl)c(Cl)c1. RXN SMILES: [CH3:19][C:20]([CH3:21])=[O:22].[Cl:1][c:2]1[cH:3][c:4]([O:5][c:6]2[c:7]([CH:8]=[O:9])[cH:10][c:11]([F:14])[cH:12][cH:13]2)[cH:15][cH:16][c:17]1[Cl:18]>>[Cl:1][c:2]1[cH:3][c:4]([O:5][c:6]2[c:7]([C:8](=[O:9])[OH:22])[cH:10][c:11]([F:14])[cH:12][cH:13]2)[cH:15][cH:16][c:17]1[Cl:18]. Starting materials: C(C)(=O)NC=1C=C(C=CC1O)C(C)=O (1-[3-acetylamino-4-hydroxyphenyl] ethanone), C(=O)([O-])[O-].[K+].[K+] (K2CO3), ClCCCBr (3-chloro-1-bromopropane). Run in CC(=O)C (acetone). Product: C(C)(=O)NC=1C=C(C=CC1OCCCCl)C(C)=O (1-[3-acetylamino-4-(3-chloropropoxy)phenyl]ethanone). The yield is 78.8%. Reaction SMILES: [C:1]([NH:4][C:5]1[CH:6]=[C:7]([C:12](=[O:14])[CH3:13])[CH:8]=[CH:9][C:10]=1[OH:11])(=[O:3])[CH3:2].C([O-])([O-])=O.[K+].[K+].[Cl:21][CH2:22][CH2:23][CH2:24]Br>CC(C)=O>[C:1]([NH:4][C:5]1[CH:6]=[C:7]([C:12](=[O:14])[CH3:13])[CH:8]=[CH:9][C:10]=1[O:11][CH2:24][CH2:23][CH2:22][Cl:21])(=[O:3])[CH3:2] |f:1.2.3|. Reported procedure: A stirred mixture of 1-[3-acetylamino-4-hydroxyphenyl] ethanone (7.7 g, 40 mmol), K2CO3 (5.7 g), 3-chloro-1-bromopropane (8.9 g, 56 mmol) and acetone (100 ml) was refluxed for 16 hours. The reaction was allowed to cool to ambient temperature and filtered. Concentration of the flitrate yielded 8.5 g of a white solid. The solid was recrystallized from toluene and then from ethanol to afford 6.5 g of an off-white solid. A 3.3 g sample of this material was flash chromatographed on silica gel with et...